Dataset: the Open Reaction Database (ORD), a public repository of structured organic reaction records. Task: describe an organic reaction: reactants, conditions, products, and yield Starting materials: C(#N)C1=C(C=C(C(=O)O)C=C1)C (4Cyano-3methylbenzoic acid), N1=CC(=CC=C1)CN1CCCNC2=C1C=CC=C2 (1-(3-pyridyl)methyl-2,3,4,5-tetrahydro-1H-1,5-benzodiazepine). Yields the product C(#N)C1=C(C=C(C(=O)N2CCCN(C3=C2C=CC=C3)CC=3C=NC=CC3)C=C1)C (1-(4-Cyano-3-methylbenzoyl)-5-(3-pyridyl)methyl-2,3,4,5-tetrahydro-1H-1,5-benzodiazepine). RXN SMILES: [C:1]([C:3]1[CH:11]=[CH:10][C:6]([C:7]([OH:9])=O)=[CH:5][C:4]=1[CH3:12])#[N:2].[N:13]1[CH:18]=[CH:17][CH:16]=[C:15]([CH2:19][N:20]2[C:26]3[CH:27]=[CH:28][CH:29]=[CH:30][C:25]=3[NH:24][CH2:23][CH2:22][CH2:21]2)[CH:14]=1>>[C:1]([C:3]1[CH:11]=[CH:10][C:6]([C:7]([N:24]2[C:25]3[CH:30]=[CH:29][CH:28]=[CH:27][C:26]=3[N:20]([CH2:19][C:15]3[CH:14]=[N:13][CH:18]=[CH:17][CH:16]=3)[CH2:21][CH2:22][CH2:23]2)=[O:9])=[CH:5][C:4]=1[CH3:12])#[N:2]. Procedure details: The carboxylic acid from Example C (0.31 g, 1.93 mmol) was reacted with 1-(3-pyridyl)methyl-2,3,4,5-tetrahydro-1H-1,5-benzodiazepine from Example 16A (0.39 g, 1.61 mmol) according to the procedure in Example 1A. The product was purified by flash chromatography on silica (eluant EtOAc); yield 0.28 g (45%). The reactants are CS(C)=O, Cl, COC(=O)CS(=O)(=O)CCC(F)(F)F, [H-], [Na+], Cc1ccc(S(=O)(=O)OCCC(C)C(F)(F)F)cc1. The product is COC(=O)C(CCC(C)C(F)(F)F)S(=O)(=O)CCC(F)(F)F. Reaction SMILES: [CH3:37][S:38](=[O:39])[CH3:40].[ClH:36].[F:20][C:21]([CH2:22][CH2:23][S:24](=[O:25])(=[O:26])[CH2:27][C:28](=[O:29])[O:30][CH3:31])([F:32])[F:33].[H-:34].[Na+:35].[c:1]1([CH3:2])[cH:3][cH:4][c:5]([S:6]([O:7][CH2:11][CH2:12][CH:13]([C:14]([F:15])([F:16])[F:17])[CH3:18])(=[O:8])=[O:9])[cH:10][cH:19]1>>[CH2:11]([CH2:12][CH:13]([C:14]([F:15])([F:16])[F:17])[CH3:18])[CH:27]([S:24]([CH2:23][CH2:22][C:21]([F:20])([F:32])[F:33])(=[O:25])=[O:26])[C:28](=[O:29])[O:30][CH3:31].